Dataset: the Open Reaction Database (ORD), a public repository of structured organic reaction records. Task: describe an organic reaction: reactants, conditions, products, and yield The reactants are O[C@@]12[C@]3(CCC(=CC3=CC[C@H]1[C@@H]1CCC([C@@]1(C)CC2)=O)OC)C (9α-hydroxy-3-methoxyandrosta-3,5-dien-17-one), [N+](#[C-])C(C)P(OCC)(OCC)=O (diethyl α-isocyanoethylphosphonate). The product is [N+](#[C-])C(C)=C1CC[C@H]2[C@@H]3CC=C4C=C(CC[C@]4(C)[C@]3(CC[C@]12C)O)OC (20-Isocyano-3-methoxypregna-3,5,17(20)-trien-9α-ol). Yield: 69.0%. As a reaction SMILES: [OH:1][C@:2]12[CH2:19][CH2:18][C@@:16]3([CH3:17])[C@@H:12]([CH2:13][CH2:14][C:15]3=O)[C@@H:11]1[CH2:10][CH:9]=[C:8]1[C@:3]2([CH3:23])[CH2:4][CH2:5][C:6]([O:21][CH3:22])=[CH:7]1.[N+:24]([CH:26](P(=O)(OCC)OCC)[CH3:27])#[C-:25]>>[N+:24]([C:26](=[C:15]1[C@:16]2([CH3:17])[C@H:12]([C@H:11]3[C@:2]([OH:1])([CH2:19][CH2:18]2)[C@:3]2([CH3:23])[C:8]([CH:7]=[C:6]([O:21][CH3:22])[CH2:5][CH2:4]2)=[CH:9][CH2:10]3)[CH2:13][CH2:14]1)[CH3:27])#[C-:25]. Procedure details: Using the procedure of Example 27, 3.10 g of 9α-hydroxy-3-methoxyandrosta-3,5-dien-17-one and 8.02 g of diethyl α-isocyanoethylphosphonate were reacted for 5 hours to produce 2.39 g of the title compound as a mixture of 2 diastereomers. Chromatography was performed on silica gel with toluene/acetone 9/1 containing 0,1% triethylamine as eluent. Starting materials: FC1=CC=C(C[C@@H](C(=O)N2CCC(CC2)O)NC(=O)C2=CC=3C(=CN=C(C3)Cl)N2)C=C1 (5-Chloro-1H-pyrrolo[2,3-c]pyridine-2-carboxylic acid [1-(S)-(4-fluorobenzyl)-2-(4-hydroxypiperidin-1-yl)-2-oxoethyl]amide), C(C1=CC=CC=C1)Br (benzylbromide), [H-].[Na+] (sodium hydride). Run in CN(C)C=O (DMF). Reaction conditions: time 16 hour. Yields the product C(C1=CC=CC=C1)OC1CCN(CC1)C([C@H](CC1=CC=C(C=C1)F)NC(=O)C1=CC=2C(=CN=C(C2)Cl)N1)=O (5-Chloro-1H-pyrrolo[2,3-c]pyridine-2-carboxylic acid [2-(4-benzyloxypiperidin-1-yl)-1-(S)-(4-fluorobenzyl)-2-oxoethyl]amide). Reaction SMILES: [F:1][C:2]1[CH:31]=[CH:30][C:5]([CH2:6][C@H:7]([NH:17][C:18]([C:20]2[NH:29][C:23]3=[CH:24][N:25]=[C:26]([Cl:28])[CH:27]=[C:22]3[CH:21]=2)=[O:19])[C:8]([N:10]2[CH2:15][CH2:14][CH:13]([OH:16])[CH2:12][CH2:11]2)=[O:9])=[CH:4][CH:3]=1.[CH2:32](Br)[C:33]1[CH:38]=[CH:37][CH:36]=[CH:35][CH:34]=1.[H-].[Na+]>CN(C=O)C>[CH2:32]([O:16][CH:13]1[CH2:12][CH2:11][N:10]([C:8](=[O:9])[C@@H:7]([NH:17][C:18]([C:20]2[NH:29][C:23]3=[CH:24][N:25]=[C:26]([Cl:28])[CH:27]=[C:22]3[CH:21]=2)=[O:19])[CH2:6][C:5]2[CH:30]=[CH:31][C:2]([F:1])=[CH:3][CH:4]=2)[CH2:15][CH2:14]1)[C:33]1[CH:38]=[CH:37][CH:36]=[CH:35][CH:34]=1 |f:2.3|. Procedure details: To 5-chloro-1H-pyrrolo[2,3-c]pyridine-2-carboxylic acid [1-(S)-(4-fluorobenzyl)-2-(4-hydroxypiperidin-1-yl)-2-oxoethyl]amide (EXAMPLE 5, 50 mg, 0.11 mmol) in anhydrous DMF (3 mL) under argon was added benzylbromide (16 μl, 0.13 mmol) followed by sodium hydride (6.3 mg, 0.16 mmol) and the reaction stirred for 16 h. Solvent was removed in vacuo and the residue partitioned between ethyl acetate (2×20 mL) and water (20 mL). The organic fractions were washed with 1M HCl (20 mL), NaHCO3 (2×20 mL) then... The reactants are ClC1=NC(=CC2=CC=C(C=C12)Cl)N(C)C1=CC=C(OC(C(=O)OCCN(C)C)C)C=C1 (2-(dimethylamino)ethyl 2-{4-[N-(1,7-dichloroisoquinolin-3-yl)-N-methylamino]phenoxy}propionate), CI (methyl iodide). Solvent: ClCCl (dichloromethane), ClCCl (dichloromethane). Reaction conditions: time 2 hour. Product: CI.ClC1=NC(=CC2=CC=C(C=C12)Cl)N(C)C1=CC=C(OC(C(=O)OCC)C)C=C1 (ethyl 2-{4-[N-(1,7-dichloroisoquinolin-3-yl)-N-methylamino]phenoxy}propionate methyl iodide salt). RXN SMILES: [Cl:1][C:2]1[C:11]2[C:6](=[CH:7][CH:8]=[C:9]([Cl:12])[CH:10]=2)[CH:5]=[C:4]([N:13]([C:15]2[CH:31]=[CH:30][C:18]([O:19][CH:20]([CH3:29])[C:21]([O:23][CH2:24][CH2:25]N(C)C)=[O:22])=[CH:17][CH:16]=2)[CH3:14])[N:3]=1.[CH3:32][I:33]>ClCCl>[CH3:32][I:33].[Cl:1][C:2]1[C:11]2[C:6](=[CH:7][CH:8]=[C:9]([Cl:12])[CH:10]=2)[CH:5]=[C:4]([N:13]([C:15]2[CH:31]=[CH:30][C:18]([O:19][CH:20]([CH3:29])[C:21]([O:23][CH2:24][CH3:25])=[O:22])=[CH:17][CH:16]=2)[CH3:14])[N:3]=1 |f:3.4|. Procedure: A solution of 2-(dimethylamino)ethyl 2-{4-[N-(1,7-dichloroisoquinolin-3-yl)-N-methylamino]phenoxy}propionate in dichloromethane was added to a large excess of methyl iodide in dichloromethane. The mixture was stirred for 2 hrs at room temperature, then evaporated to give 2-dimethyl amino)ethyl 2-{4-[N-(1,7-dichloroisoquinolin-3-yl)-N-methylamino]phenoxy}propionate methyl iodide salt as yellow crystals mp 76° C. Reactants: CCCCCC.C(C)(=O)OCC (hexane ethyl acetate), CS(=O)C (dimethyl sulfoxide), compound, NC1=NC(=NN1C(=S)NC)C1=CC(=C(C(=C1)C(C)(C)C)OCOCCOC)C(C)(C)C (5-Amino-3-(3,5-di-tert-butyl-4-methoxyethoxymethoxyphenyl)-1-[methylamino(thiocarbonyl)]-1H-1,2,4-triazole), CN=C=S (methyl isothiocyanate). Solvent: C(C)(=O)OCC (ethyl acetate). The product is NC1=NC(=NN1C(=S)NC)C1=CC=CC2=CC=CC=C12 (5-Amino-1-[methylamino(thiocarbonyl)]-3-(1-naphthyl)-1H-1,2,4-triazole). Yield: 8.9%. As a reaction SMILES: [NH2:1][C:2]1[N:6]([C:7]([NH:9][CH3:10])=[S:8])[N:5]=[C:4]([C:11]2[CH:16]=[C:15](C(C)(C)C)[C:14](OCOCCOC)=[C:13]([C:28]([CH3:31])(C)C)[CH:12]=2)[N:3]=1.CN=C=S.CS(C)=O.[CH3:40][CH2:41]CCCC.C(OCC)(=O)C>C(OCC)(=O)C>[NH2:1][C:2]1[N:6]([C:7]([NH:9][CH3:10])=[S:8])[N:5]=[C:4]([C:11]2[C:12]3[C:13](=[CH:28][CH:31]=[CH:40][CH:41]=3)[CH:14]=[CH:15][CH:16]=2)[N:3]=1 |f:3.4|. Procedure details: The synthesis method of Example 1-(3) was applied. The compound (13.6 g) obtained in (4) above, methyl isothiocyanate (25 g) and dimethyl sulfoxide (60 ml) were used as reagents. After the reaction, silica gel column chromatography (hexane-ethyl acetate) and recrystallization from ethyl acetate gave 844 mg of white crystals (yield 8.9% from 1-naphthoic acid hydrazide). Reactants: C(C)(C)N(CC)C(C)C (diisopropylethylamine), BrCCCNC1=CC(C2=C(N=C(S2)C)C1=O)=O (5-[(3-bromopropyl)amino]-2-methyl-1,3-benzothiazole-4,7-dione), [I-].[Na+] (sodium iodide), COC1=CC=C(CNCCCNC2=CC(C3=C(N=C(S3)C)C2=O)=O)C=C1 (5-({3-[(4-methoxybenzyl)amino]propyl}amino)-2-methyl-1,3-benzothiazole-4,7-dione). The solvent is C(C)#N (acetonitrile). Reaction conditions: temperature 165 celsius, time 15 minute. Yields the product COC1=CC=C(CN(CCCNC2=CC(C3=C(N=C(S3)C)C2=O)=O)CCCNC2=CC(C3=C(N=C(S3)C)C2=O)=O)C=C1 (5.5′-[[(4-methoxybenzyl)imino]bis(propane-3,1-diylimino)]bis(2-methyl-1,3-benzothiazole-4,7-dione)). As a reaction SMILES: C(N(C(C)C)CC)(C)C.Br[CH2:11][CH2:12][CH2:13][NH:14][C:15]1[C:24](=[O:25])[C:19]2[N:20]=[C:21]([CH3:23])[S:22][C:18]=2[C:17](=[O:26])[CH:16]=1.[I-].[Na+].[CH3:29][O:30][C:31]1[CH:54]=[CH:53][C:34]([CH2:35][NH:36][CH2:37][CH2:38][CH2:39][NH:40][C:41]2[C:50](=[O:51])[C:45]3[N:46]=[C:47]([CH3:49])[S:48][C:44]=3[C:43](=[O:52])[CH:42]=2)=[CH:33][CH:32]=1>C(#N)C>[CH3:29][O:30][C:31]1[CH:32]=[CH:33][C:34]([CH2:35][N:36]([CH2:37][CH2:38][CH2:39][NH:40][C:41]2[C:50](=[O:51])[C:45]3[N:46]=[C:47]([CH3:49])[S:48][C:44]=3[C:43](=[O:52])[CH:42]=2)[CH2:11][CH2:12][CH2:13][NH:14][C:15]2[C:24](=[O:25])[C:19]3[N:20]=[C:21]([CH3:23])[S:22][C:18]=3[C:17](=[O:26])[CH:16]=2)=[CH:53][CH:54]=1 |f:2.3|. Procedure: 22 μl (128 μmol; 2 equivalents) of diisopropylethylamine, 21 mg (64 μmol; 1 equivalent) of 5-[(3-bromopropyl)amino]-2-methyl-1,3-benzothiazole-4,7-dione and a spatula tip's worth of sodium iodide are added to 23.6 mg (64 μmol) of 5-({3-[(4-methoxybenzyl)amino]propyl}amino)-2-methyl-1,3-benzothiazole-4,7-dione dissolved in 5 ml of acetonitrile. The reaction mixture is maintained under stirring under microwaves at 165° C. for 15 minutes, then the solvent is evaporated off under reduced pressure an... Reactants: C(C)N(CC)S(F)(F)F (diethylaminosulfurtrifluoride), C(C)(C)NC(=O)C1C(CC2=CC(=C(C=C12)NC(=O)C=1N(N=C(C1)C(F)(F)F)C1=NC=CC=C1Cl)Cl)O (5-chloro-2-hydroxy-6-{[2-(3-chloro-pyridin-2-yl)-5-trifluoromethyl-2H-pyrazole-3-carbonyl]-amino}-indane carboxylic acid isopropylamide), O (water). Run in ClCCl (dichloromethane). Run at time 2 hour. Product: C(C)(C)NC(=O)C1C(CC2=CC(=C(C=C12)NC(=O)C=1N(N=C(C1)C(F)(F)F)C1=NC=CC=C1Cl)Cl)F (5-chloro-2-fluoro-6-{[2-(3-chloro-pyridin-2-yl)-5-trifluoromethyl-2H-pyrazole-3-carbonyl]-amino}-indane carboxylic acid isopropylamide). RXN SMILES: [CH:1]([NH:4][C:5]([CH:7]1[C:15]2[C:10](=[CH:11][C:12]([Cl:35])=[C:13]([NH:16][C:17]([C:19]3[N:20]([C:28]4[C:33]([Cl:34])=[CH:32][CH:31]=[CH:30][N:29]=4)[N:21]=[C:22]([C:24]([F:27])([F:26])[F:25])[CH:23]=3)=[O:18])[CH:14]=2)[CH2:9][CH:8]1O)=[O:6])([CH3:3])[CH3:2].C(N(S(F)(F)[F:43])CC)C.O>ClCCl>[CH:1]([NH:4][C:5]([CH:7]1[C:15]2[C:10](=[CH:11][C:12]([Cl:35])=[C:13]([NH:16][C:17]([C:19]3[N:20]([C:28]4[C:33]([Cl:34])=[CH:32][CH:31]=[CH:30][N:29]=4)[N:21]=[C:22]([C:24]([F:25])([F:26])[F:27])[CH:23]=3)=[O:18])[CH:14]=2)[CH2:9][CH:8]1[F:43])=[O:6])([CH3:3])[CH3:2]. Reported procedure: A solution of 5-chloro-2-hydroxy-6-{[2-(3-chloro-pyridin-2-yl)-5-trifluoromethyl-2H-pyrazole-3-carbonyl]-amino}-indane carboxylic acid isopropylamide (100 mg, 0.18 mmol) in dichloromethane is cooled to 0° C., treated with diethylaminosulfurtrifluoride (29 mg, 1.8 mmol), stirred for 2 hours, and treated with water. Organic layer is separated, dried over sodium sulfate, filtered, and evaporated. Purification by chromatography using ethyl acetate/hexane as eluent gives 5-chloro-2-fluoro-6-{[2-(3-ch... Reactants: COC(=O)c1c(Br)cc(Br)cc1NC(=O)C(C)c1ccccc1, C[Si](C)(C)[N-][Si](C)(C)C, CCOC(C)=O, [Li+]. Yields the product CC1(c2ccccc2)C(=O)Nc2cc(Br)cc(Br)c2C1=O. As a reaction SMILES: [CH3:1][O:2][C:3]([c:4]1[c:5]([NH:12][C:13]([CH:14]([CH3:15])[c:16]2[cH:17][cH:18][cH:19][cH:20][cH:21]2)=[O:22])[cH:6][c:7]([Br:11])[cH:8][c:9]1[Br:10])=[O:23].[CH3:25][Si:26]([N-:27][Si:28]([CH3:29])([CH3:30])[CH3:31])([CH3:32])[CH3:33].[CH3:34][CH2:35][O:36][C:37]([CH3:38])=[O:39].[Li+:24]>>[C:3]1(=[O:23])[c:4]2[c:5]([cH:6][c:7]([Br:11])[cH:8][c:9]2[Br:10])[NH:12][C:13](=[O:22])[C:14]1([CH3:15])[c:16]1[cH:17][cH:18][cH:19][cH:20][cH:21]1. Starting materials: [Br-], O=Cc1cccnc1Br, C1CCOC1, C[Mg+]. Product: CC(O)c1cccnc1Br. Reaction SMILES: [Br-:10].[Br:1][c:2]1[n:3][cH:4][cH:5][cH:6][c:7]1[CH:8]=[O:9].[CH2:13]1[O:14][CH2:15][CH2:16][CH2:17]1.[CH3:11][Mg+:12]>>[Br:1][c:2]1[n:3][cH:4][cH:5][cH:6][c:7]1[CH:8]([OH:9])[CH3:11]. Reactants: BrC=1C=C(C=C(C1)OCC1=CC=C(C=C1)OC)C1=C2C=CN(C2=CC=C1)[Si](C(C)C)(C(C)C)C(C)C (4-[3-bromo-5-(4-methoxy-benzyloxy)-phenyl]-1-triisopropylsilanyl-1H-indole), N1C=CC2=CC=CC=C12 (indole), N1=CC(=CC=C1)B(O)O (3-pyridinyl boronic acid), C([O-])([O-])=O.[Na+].[Na+] (sodium carbonate). The reagents and catalysts are [Br-].C(CCC)[N+](CCCC)(CCCC)CCCC (tetra n-butylammonium bromide), C=1C=CC(=CC1)[P](C=2C=CC=CC2)(C=3C=CC=CC3)[Pd]([P](C=4C=CC=CC4)(C=5C=CC=CC5)C=6C=CC=CC6)([P](C=7C=CC=CC7)(C=8C=CC=CC8)C=9C=CC=CC9)[P](C=1C=CC=CC1)(C=1C=CC=CC1)C=1C=CC=CC1 (Pd(PPh3)4). Solvent: C(C)O (ethanol), C1(=CC=CC=C1)C (toluene), COCCOC (DME). Run at temperature 100 celsius. Product: COC1=CC=C(COC=2C=C(C=C(C2)C=2C=NC=CC2)C2=C3C=CN(C3=CC=C2)[Si](C(C)C)(C(C)C)C(C)C)C=C1 (4-[3-(4-methoxy-benzyloxy)-5-pyridin-3-yl-phenyl]-1-triisopropylsilanyl-1H-indole). The yield is 46.0%. As a reaction SMILES: Br[C:2]1[CH:3]=[C:4]([C:18]2[CH:26]=[CH:25][CH:24]=[C:23]3[C:19]=2[CH:20]=[CH:21][N:22]3[Si:27]([CH:34]([CH3:36])[CH3:35])([CH:31]([CH3:33])[CH3:32])[CH:28]([CH3:30])[CH3:29])[CH:5]=[C:6]([O:8][CH2:9][C:10]2[CH:15]=[CH:14][C:13]([O:16][CH3:17])=[CH:12][CH:11]=2)[CH:7]=1.[N:37]1[CH:42]=[CH:41][CH:40]=[C:39](B(O)O)[CH:38]=1.C(=O)([O-])[O-].[Na+].[Na+].N1C2C(=CC=CC=2)C=C1>[Br-].C([N+](CCCC)(CCCC)CCCC)CCC.C1C=CC([P]([Pd]([P](C2C=CC=CC=2)(C2C=CC=CC=2)C2C=CC=CC=2)([P](C2C=CC=CC=2)(C2C=CC=CC=2)C2C=CC=CC=2)[P](C2C=CC=CC=2)(C2C=CC=CC=2)C2C=CC=CC=2)(C2C=CC=CC=2)C2C=CC=CC=2)=CC=1.COCCOC.C(O)C.C1(C)C=CC=CC=1>[CH3:17][O:16][C:13]1[CH:14]=[CH:15][C:10]([CH2:9][O:8][C:6]2[CH:5]=[C:4]([C:18]3[CH:26]=[CH:25][CH:24]=[C:23]4[C:19]=3[CH:20]=[CH:21][N:22]4[Si:27]([CH:28]([CH3:29])[CH3:30])([CH:34]([CH3:35])[CH3:36])[CH:31]([CH3:32])[CH3:33])[CH:3]=[C:2]([C:39]3[CH:38]=[N:37][CH:42]=[CH:41][CH:40]=3)[CH:7]=2)=[CH:11][CH:12]=1 |f:2.3.4,6.7,^1:82,84,103,122|. Reported procedure: To a 30 mL vial equipped with stir-bar was added 0.400 g (0.71 mmol) 4-[3-bromo-5-(4-methoxy-benzyloxy)-phenyl]-1-triisopropylsilanyl-1H-indole followed by 0.096 g (0.78 mmol) 3-pyridinyl boronic acid, 3 mL toluene, 3 mL ethanol, 0.71 mL 2 M aqueous sodium carbonate and 0.011 g (0.035 mmol) tetra n-butylammonium bromide. The starting indole did not dissolve, so 3 mL DME (ethylene glycol dimethyl ether) were added. The reaction mixture was degassed for 30 min by bubbling nitrogen into the mixture...